From a dataset of the Open Reaction Database (ORD), a public repository of structured organic reaction records. describe an organic reaction: reactants, conditions, products, and yield The reactants are diazonium salt, FC1=C2C=CC(=CC2=CC=C1F)Br (5,6-difluoro-2-bromonaphthalene), F[B-](F)(F)F.[H+] (tetrafluoroboric acid), C(CCCC)C1CCC(CC1)=O (4-pentylcyclohexanone), BrC=1C=C2C=CC(=C(C2=CC1)F)N (6-bromo-1-fluoro-2-naphthylamine), diazonium salt, FC=1C=C2C=CC(=CC2=CC1)Br (6-fluoro-2-bromonaphthalene). Product: FC1=C2C=CC(=CC2=CC=C1F)[C@@H]1CC[C@H](CC1)CCCCC (5,6-difluoro-2-(trans-4-pentylcyclohexyl)naphthalene). As a reaction SMILES: [F:1][C:2]1[C:11]([F:12])=[CH:10][CH:9]=[C:8]2[C:3]=1[CH:4]=[CH:5][C:6](Br)=[CH:7]2.BrC1C=C2C(=CC=1)C(F)=C(N)C=C2.F[B-](F)(F)F.[H+].FC1C=C2C(=CC=1)C=C(Br)C=C2.[CH2:45]([CH:50]1[CH2:55][CH2:54][C:53](=O)[CH2:52][CH2:51]1)[CH2:46][CH2:47][CH2:48][CH3:49]>>[F:1][C:2]1[C:11]([F:12])=[CH:10][CH:9]=[C:8]2[C:3]=1[CH:4]=[CH:5][C:6]([C@H:53]1[CH2:52][CH2:51][C@H:50]([CH2:45][CH2:46][CH2:47][CH2:48][CH3:49])[CH2:55][CH2:54]1)=[CH:7]2 |f:2.3|. Procedure: The procedure of Example 14 was followed except that 5,6-difluoro-2-bromonaphthalene (synthesized by converting 6-bromo-1-fluoro-2-naphthylamine to a diazonium salt of tetrafluoroboric acid, and then subjecting the diazonium salt to thermal decomposition) was used instead of 6-fluoro-2-bromonaphthalene and 4-pentylcyclohexanone was used instead of 4-propylcyclohexanone to obtain 5,6-difluoro-2-(trans-4-pentylcyclohexyl)naphthalene.